Dataset: the Open Reaction Database (ORD), a public repository of structured organic reaction records. Task: describe an organic reaction: reactants, conditions, products, and yield Reactants: CS(=O)(=O)C1=NC(=C(C(=N1)NCC1=CC=CC=C1)[N+](=O)[O-])OC1=CC(=CC=C1)C(=O)N(C)C (2-methylsulfonyl-4-benzylamino-5-nitro-6-(3-dimethylaminocarbonylphenoxy)pyrimidine), OC=1C=C(C#N)C=CC1OCC1=CC=CC=C1 (3-hydroxy-4-benzyloxybenzonitrile), C([O-])([O-])=O.[Cs+].[Cs+] (cesium carbonate). Product: C(C1=CC=CC=C1)OC1=C(OC2=NC(=C(C(=N2)NCC2=CC=CC=C2)[N+](=O)[O-])OC2=CC(=CC=C2)C(=O)N(C)C)C=C(C=C1)C#N (2-(2-benzyloxy-5-cyanophenoxy)-4-benzylamino-5-nitro-6-(3-dimethylaminocarbonylphenoxy)pyrimidine). RXN SMILES: CS([C:5]1[N:10]=[C:9]([NH:11][CH2:12][C:13]2[CH:18]=[CH:17][CH:16]=[CH:15][CH:14]=2)[C:8]([N+:19]([O-:21])=[O:20])=[C:7]([O:22][C:23]2[CH:28]=[CH:27][CH:26]=[C:25]([C:29]([N:31]([CH3:33])[CH3:32])=[O:30])[CH:24]=2)[N:6]=1)(=O)=O.[OH:34][C:35]1[CH:36]=[C:37]([CH:40]=[CH:41][C:42]=1[O:43][CH2:44][C:45]1[CH:50]=[CH:49][CH:48]=[CH:47][CH:46]=1)[C:38]#[N:39].C(=O)([O-])[O-].[Cs+].[Cs+]>>[CH2:44]([O:43][C:42]1[CH:41]=[CH:40][C:37]([C:38]#[N:39])=[CH:36][C:35]=1[O:34][C:5]1[N:10]=[C:9]([NH:11][CH2:12][C:13]2[CH:18]=[CH:17][CH:16]=[CH:15][CH:14]=2)[C:8]([N+:19]([O-:21])=[O:20])=[C:7]([O:22][C:23]2[CH:28]=[CH:27][CH:26]=[C:25]([C:29]([N:31]([CH3:33])[CH3:32])=[O:30])[CH:24]=2)[N:6]=1)[C:45]1[CH:46]=[CH:47][CH:48]=[CH:49][CH:50]=1 |f:2.3.4|. Procedure details: In a similar manner, 2-methylsulfonyl-4-benzylamino-5-nitro-6-(3-dimethylaminocarbonylphenoxy)pyrimidine was treated with 3-hydroxy-4-benzyloxybenzonitrile in the presence of cesium carbonate to afford 2-(2-benzyloxy-5-cyanophenoxy)-4-benzylamino-5-nitro-6-(3-dimethylaminocarbonylphenoxy)pyrimidine, a compound of formula (P). Reactants: C#CCCO, CCN(C(C)C)C(C)C, [Cl-], ClCCl, [Cu]I, CC1(C)CC(=C(c2ccc(O)cc2)c2ccc(I)cc2)CC(C)(C)C1, [NH4+], CN(C)C=O, O, Cl[Pd]Cl, c1ccc(P(c2ccccc2)c2ccccc2)cc1, c1ccc(P(c2ccccc2)c2ccccc2)cc1. Yields the product CC1(C)CC(=C(c2ccc(O)cc2)c2ccc(C#CCCO)cc2)CC(C)(C)C1. Reaction SMILES: [CH2:35]([CH2:36][C:37]#[CH:38])[OH:39].[CH:26]([N:27]([CH2:28][CH3:29])[CH:30]([CH3:31])[CH3:32])([CH3:33])[CH3:34].[Cl-:40].[Cl:90][CH2:91][Cl:92].[Cu:88][I:89].[I:1][c:2]1[cH:3][cH:4][c:5]([C:8]([c:9]2[cH:10][cH:11][c:12]([OH:15])[cH:13][cH:14]2)=[C:16]2[CH2:17][C:18]([CH3:24])([CH3:25])[CH2:19][C:20]([CH3:22])([CH3:23])[CH2:21]2)[cH:6][cH:7]1.[NH4+:41].[O:42]=[CH:43][N:44]([CH3:45])[CH3:46].[OH2:93].[Pd:47]([Cl:48])[Cl:49].[c:50]1([P:51]([c:52]2[cH:53][cH:54][cH:55][cH:56][cH:57]2)[c:58]2[cH:59][cH:60][cH:61][cH:62][cH:63]2)[cH:64][cH:65][cH:66][cH:67][cH:68]1.[c:69]1([P:70]([c:71]2[cH:72][cH:73][cH:74][cH:75][cH:76]2)[c:77]2[cH:78][cH:79][cH:80][cH:81][cH:82]2)[cH:83][cH:84][cH:85][cH:86][cH:87]1>>[c:2]1([C:38]#[C:37][CH2:36][CH2:35][OH:39])[cH:3][cH:4][c:5]([C:8]([c:9]2[cH:10][cH:11][c:12]([OH:15])[cH:13][cH:14]2)=[C:16]2[CH2:17][C:18]([CH3:24])([CH3:25])[CH2:19][C:20]([CH3:22])([CH3:23])[CH2:21]2)[cH:6][cH:7]1. Yields the product O=[N+]([O-])c1cc(COc2ccccc2)ccc1Sc1ccc(O)cc1. Starting materials: O=[N+]([O-])c1cc(COc2ccccc2)ccc1Br, O=C([O-])[O-], [K+], [K+], CN(C)C=O, Oc1ccc(S)cc1. As a reaction SMILES: [Br:1][c:2]1[c:3]([N+:16](=[O:17])[O-:18])[cH:4][c:5]([CH2:8][O:9][c:10]2[cH:11][cH:12][cH:13][cH:14][cH:15]2)[cH:6][cH:7]1.[C:27](=[O:28])([O-:29])[O-:30].[K+:31].[K+:32].[O:33]=[CH:34][N:35]([CH3:36])[CH3:37].[SH:19][c:20]1[cH:21][cH:22][c:23]([OH:26])[cH:24][cH:25]1>>[c:2]1([S:19][c:20]2[cH:21][cH:22][c:23]([OH:26])[cH:24][cH:25]2)[c:3]([N+:16](=[O:17])[O-:18])[cH:4][c:5]([CH2:8][O:9][c:10]2[cH:11][cH:12][cH:13][cH:14][cH:15]2)[cH:6][cH:7]1. Starting materials: C(C)OC(=O)[C@H]1O[C@@H]1C(N[C@H](C(NCC#C)=O)CC=1N=CSC1)=O ((2S,3S)-ethyl-3-((S)-1-oxo-1-(prop-2-ynylamino)-3-(thiazol-4-yl)propan-2-ylcarbamoyl)oxirane-2-carboxylate), CC(C)(C)O.CCO.O (t-BuOH EtOH H2O), N(=[N+]=[N-])C1=C(C=CC=C1F)F (2-azido-1,3-difluorobenzene), CCCC[Sn](CCCC)(CCCC)OC(=O)C (TBTA). The reagents and catalysts are [O-]S(=O)(=O)[O-].[Cu+2] (CuSO4). Yields the product C(C)OC(=O)[C@H]1O[C@@H]1C(N[C@H](C(=O)NCC=1N=NN(C1)C1=C(C=C(C=C1C)C)C)CC=1N=CSC1)=O ((2S,3S)-ethyl-3-((S)-1-((1-mesityl-1H-1,2,3-triazol-4-yl)methylamino)-1-oxo-3-(thiazol-4-yl)propan-2-ylcarbamoyl)oxirane-2-carboxylate). Yield: 42.8%. As a reaction SMILES: [CH2:1]([O:3][C:4]([C@@H:6]1[C@@H:8]([C:9](=[O:24])[NH:10][C@@H:11]([CH2:18][C:19]2[N:20]=[CH:21][S:22][CH:23]=2)[C:12](=[O:17])[NH:13][CH2:14][C:15]#[CH:16])[O:7]1)=[O:5])[CH3:2].[N:25]([C:28]1C(F)=CC=[CH:30][C:29]=1F)=[N+:26]=[N-:27].CCCC[Sn](OC(C)=O)(CCCC)CCCC.[CH3:53][C:54](O)([CH3:56])[CH3:55].[CH3:58][CH2:59]O.O>[O-]S([O-])(=O)=O.[Cu+2]>[CH2:1]([O:3][C:4]([C@@H:6]1[C@@H:8]([C:9](=[O:24])[NH:10][C@@H:11]([CH2:18][C:19]2[N:20]=[CH:21][S:22][CH:23]=2)[C:12]([NH:13][CH2:14][C:15]2[N:27]=[N:26][N:25]([C:28]3[C:29]([CH3:30])=[CH:55][C:54]([CH3:56])=[CH:53][C:59]=3[CH3:58])[CH:16]=2)=[O:17])[O:7]1)=[O:5])[CH3:2] |f:3.4.5,6.7|. Reported procedure: The general click procedure was used substituting the following quantities using: 37 (48 mg, 0.14 mmol); 2-azido-1,3-difluorobenzene (24 mg, 0.15 mmol); CuSO4 (3.5 mg, 0.02 mmol); NaAsc (18 mg, 0.09 mmol); TBTA (12 mg, 0.01 mmol); in t-BuOH/EtOH/H2O (1:1:0.5); afforded 47 as a white solid (30 mg, 42.8%). 1H NMR (400 MHz, DMSO-d6): δ 8.79-8.74 (d, 1H, J=1.79 Hz); 7.68-7.64 (m, 2H); 7.50 (s, 1H): 7.36-7.34 (d, 2H); 7.28-7.26 (d, 2H), 7.15-7.10 (m, 2H), 6.98 (s, 1H); 5.50 (s, 1H); 4.83-4.78 (m, 1H)... The reactants are O=C(O)c1ccccc1-c1ccc([N+](=O)[O-])cc1C(=O)OCc1ccccc1, CC(=O)O, O=C(OCc1ccccc1)c1cc([N+](=O)[O-])ccc1OS(=O)(=O)C(F)(F)F, C=[N+]=[N-]. Yields the product COC(=O)c1ccccc1-c1ccc([N+](=O)[O-])cc1C(=O)OCc1ccccc1. RXN SMILES: [CH2:1]([c:2]1[cH:3][cH:4][cH:5][cH:6][cH:7]1)[O:8][C:9](=[O:10])[c:11]1[c:12](-[c:20]2[c:21]([C:26](=[O:27])[OH:28])[cH:22][cH:23][cH:24][cH:25]2)[cH:13][cH:14][c:15]([N+:17](=[O:18])[O-:19])[cH:16]1.[CH3:59][C:60](=[O:61])[OH:62].[F:29][C:30]([F:31])([F:32])[S:33]([O:34][c:35]1[cH:36][cH:37][c:38]([N+:39]([O-:40])=[O:41])[cH:42][c:43]1[C:44]([O:45][CH2:46][c:47]1[cH:48][cH:49][cH:50][cH:51][cH:52]1)=[O:53])(=[O:54])=[O:55].[N+:56](=[CH2:57])=[N-:58]>>[CH2:1]([c:2]1[cH:3][cH:4][cH:5][cH:6][cH:7]1)[O:8][C:9](=[O:10])[c:11]1[c:12](-[c:20]2[c:21]([C:26](=[O:27])[O:28][CH3:30])[cH:22][cH:23][cH:24][cH:25]2)[cH:13][cH:14][c:15]([N+:17](=[O:18])[O-:19])[cH:16]1. Reactants: CC1(OCC(CO1)(C=1OC2=C(C1)C=C(C=C2)C2=NOC(=N2)C2=CC(=C(C=C2)OCCC)[N+](=O)[O-])NC(OC(C)(C)C)=O)C (tert-Butyl 2,2-dimethyl-5-(5-(5-(3-nitro-4-propoxyphenyl)-1,2,4-oxadiazol-3-yl)benzofuran-2-yl)-1,3-dioxan-5-ylcarbamate), ClC=1C=C(C=CC1OCCC)C1=NC(=NO1)C=1C=CC2=C(C=C(O2)C2(COC(OC2)(C)C)NC(OC(C)(C)C)=O)C1 (tert-butyl 5-(5-(5-(3-chloro-4-propoxy phenyl)-1,2,4-oxadiazol-3-yl)benzofuran-2-yl)-2,2-dimethyl-1,3-dioxan-5-ylcarbamate). The product is NC(CO)(CO)C=1OC2=C(C1)C=C(C=C2)C2=NOC(=N2)C2=CC(=C(C=C2)OCCC)[N+](=O)[O-] (2-Amino-2-(5-(5-(3-nitro-4-propoxyphenyl)-1,2,4-oxadiazol-3-yl)benzofuran-2-yl)propane-1,3-diol). Yield: 49.0%. As a reaction SMILES: CC1(C)[O:7][CH2:6][C:5]([NH:35]C(=O)OC(C)(C)C)([C:8]2[O:9][C:10]3[CH:16]=[CH:15][C:14]([C:17]4[N:21]=[C:20]([C:22]5[CH:27]=[CH:26][C:25]([O:28][CH2:29][CH2:30][CH3:31])=[C:24]([N+:32]([O-:34])=[O:33])[CH:23]=5)[O:19][N:18]=4)=[CH:13][C:11]=3[CH:12]=2)[CH2:4][O:3]1.ClC1C=C(C2ON=C(C3C=CC4OC(C5(NC(=O)OC(C)(C)C)COC(C)(C)OC5)=CC=4C=3)N=2)C=CC=1OCCC>>[NH2:35][C:5]([C:8]1[O:9][C:10]2[CH:16]=[CH:15][C:14]([C:17]3[N:21]=[C:20]([C:22]4[CH:27]=[CH:26][C:25]([O:28][CH2:29][CH2:30][CH3:31])=[C:24]([N+:32]([O-:34])=[O:33])[CH:23]=4)[O:19][N:18]=3)=[CH:13][C:11]=2[CH:12]=1)([CH2:4][OH:3])[CH2:6][OH:7]. Reported procedure: When the product of Step D was substituted for tert-butyl 5-(5-(5-(3-chloro-4-propoxy phenyl)-1,2,4-oxadiazol-3-yl)benzofuran-2-yl)-2,2-dimethyl-1,3-dioxan-5-ylcarbamate in Example 36, Step E, the similar procedure afforded the title compound in 49% yield, as creamy solid. 1H NMR (DMSO-d6) 8.6 (s, 1H); 8.37 (d, 1H, J=8.37 Hz); 8.31 (s, 1H); 7.94 (d, 1H, J=8.52 Hz); 7.68 (d, 1H, J=8.52 Hz); 7.59 (d, 1H, J=8.82 Hz); 6.91 (s, 1H); 4.87 (b, 2H); 4.23 (t, 2H, J=5.82 Hz); 3.67 (d, 2H, J=10.05 Hz); 3.5... The reactants are COc1cc(C(=O)Cl)cc(OC)c1OC, CNCCN(C)Cc1ccccc1, CNCCN(C)C(=O)c1cc(OC)c(OC)c(OC)c1, CO, ClCCl, O=C(Cl)C=C(c1ccc(F)cc1)c1ccc(F)cc1, O. Yields the product COc1cc(C(=O)N(C)CCN(C)C(=O)C=C(c2ccc(F)cc2)c2ccc(F)cc2)cc(OC)c1OC. Reaction SMILES: [CH3:14][O:15][c:16]1[cH:17][c:18]([C:26]([Cl:27])=[O:28])[cH:19][c:20]([O:21][CH3:22])[c:23]1[O:24][CH3:25].[CH3:1][N:2]([CH2:3][c:4]1[cH:5][cH:6][cH:7][cH:8][cH:9]1)[CH2:10][CH2:11][NH:12][CH3:13].[CH3:29][N:30]([CH2:31][CH2:32][NH:33][CH3:34])[C:35]([c:36]1[cH:37][c:38]([O:46][CH3:47])[c:39]([O:44][CH3:45])[c:40]([O:42][CH3:43])[cH:41]1)=[O:48].[CH3:69][OH:70].[Cl:71][CH2:72][Cl:73].[F:49][c:50]1[cH:51][cH:52][c:53]([C:56](=[CH:57][C:58](=[O:59])[Cl:60])[c:61]2[cH:62][cH:63][c:64]([F:67])[cH:65][cH:66]2)[cH:54][cH:55]1.[OH2:68]>>[CH3:29][N:30]([CH2:31][CH2:32][N:33]([CH3:34])[C:58]([CH:57]=[C:56]([c:53]1[cH:52][cH:51][c:50]([F:49])[cH:55][cH:54]1)[c:61]1[cH:62][cH:63][c:64]([F:67])[cH:65][cH:66]1)=[O:59])[C:35]([c:36]1[cH:37][c:38]([O:46][CH3:47])[c:39]([O:44][CH3:45])[c:40]([O:42][CH3:43])[cH:41]1)=[O:48].